This data is from the Open Reaction Database (ORD), a public repository of structured organic reaction records. The task is: describe an organic reaction: reactants, conditions, products, and yield The reactants are CCOC(=O)c1cn(C2CC2)c2cc(-c3cc(C)nc(CO)c3)c(F)cc2c1=O, Cl, O=S(Cl)Cl. Yields the product CCOC(=O)c1cn(C2CC2)c2cc(-c3cc(C)nc(CCl)c3)c(F)cc2c1=O. Reaction SMILES: [CH:2]1([n:5]2[cH:6][c:7]([C:26](=[O:27])[O:28][CH2:29][CH3:30])[c:8](=[O:25])[c:9]3[cH:10][c:11]([F:24])[c:12](-[c:15]4[cH:16][c:17]([CH2:22][OH:23])[n:18][c:19]([CH3:21])[cH:20]4)[cH:13][c:14]23)[CH2:3][CH2:4]1.[ClH:1].[S:31]([Cl:32])([Cl:33])=[O:34]>>[Cl:1][CH2:22][c:17]1[cH:16][c:15](-[c:12]2[c:11]([F:24])[cH:10][c:9]3[c:8](=[O:25])[c:7]([C:26](=[O:27])[O:28][CH2:29][CH3:30])[cH:6][n:5]([CH:2]4[CH2:3][CH2:4]4)[c:14]3[cH:13]2)[cH:20][c:19]([CH3:21])[n:18]1. Reactants: N1=C(C=NC=C1)C=1C=C(C=CC1)CO ((3-(pyrazin-2-yl)phenyl)methanol), P(Br)(Br)Br (PBr3), ice. Run in C1CCOC1 (THF). Conditions: time 10 minute. Product: BrCC=1C=C(C=CC1)C1=NC=CN=C1 (2-(3-(bromomethyl)phenyl)pyrazine). The yield is 74.3%. RXN SMILES: [N:1]1[CH:6]=[CH:5][N:4]=[CH:3][C:2]=1[C:7]1[CH:8]=[C:9]([CH2:13]O)[CH:10]=[CH:11][CH:12]=1.P(Br)(Br)[Br:16]>C1COCC1>[Br:16][CH2:13][C:9]1[CH:8]=[C:7]([C:2]2[CH:3]=[N:4][CH:5]=[CH:6][N:1]=2)[CH:12]=[CH:11][CH:10]=1. Reported procedure: To a stirred solution of (3-(pyrazin-2-yl)phenyl)methanol (200 mg, 1.08 mmol) in THF (5 mL), PBr3 (349 mg, 1.29 mmol) was added dropwise at 0° C. and stirred for 10 min. Then, the reaction mixture was refluxed for 3 h. The mixture was cooled to rt, poured into ice-cold saturated aqueous NaHCO3 solution (5 mL) and extracted with ethyl acetate (2×). The combined organic layers were washed with brine and dried over anhydrous Na2SO4, filtered and concentrated under reduced pressure to yield the titl...